This data is from the Open Reaction Database (ORD), a public repository of structured organic reaction records. The task is: describe an organic reaction: reactants, conditions, products, and yield The reactants are CC#N, Cc1cccc(C)c1N=C1NCCN1OCc1ccccn1, Cl, Cl. The product is Cc1cccc(C)c1N=C1NCCN1O, ClCc1ccccn1. As a reaction SMILES: [CH3:25][C:26]#[N:27].[CH3:3][c:4]1[c:5]([N:11]=[C:12]2[N:13]([O:17][CH2:18][c:19]3[n:20][cH:21][cH:22][cH:23][cH:24]3)[CH2:14][CH2:15][NH:16]2)[c:6]([CH3:10])[cH:7][cH:8][cH:9]1.[ClH:1].[ClH:2]>>[CH3:3][c:4]1[c:5]([N:11]=[C:12]2[N:13]([OH:17])[CH2:14][CH2:15][NH:16]2)[c:6]([CH3:10])[cH:7][cH:8][cH:9]1.[Cl:1][CH2:18][c:19]1[n:20][cH:21][cH:22][cH:23][cH:24]1. Reactants: CN1C=NC=C1 (1-methyl-1H-imidazole), [Br-].BrCCC[P+](C1=CC=CC=C1)(C1=CC=CC=C1)C1=CC=CC=C1 ((3-bromopropyl)triphenylphosphonium bromide), M−OTf. Solvent: C(C)O (ethanol). Yields the product [Br-].CN1C=[N+](C=C1)CCC[P+](C1=CC=CC=C1)(C1=CC=CC=C1)C1=CC=CC=C1.[Br-] (1-Methyl-3-(3-(triphenylphosphonio)propyl)-1H-imidazol-3-ium bromide). Yield: 32.0%. Reaction SMILES: [CH3:1][N:2]1[CH:6]=[CH:5][N:4]=[CH:3]1.[Br-:7].[Br:8][CH2:9][CH2:10][CH2:11][P+:12]([C:25]1[CH:30]=[CH:29][CH:28]=[CH:27][CH:26]=1)([C:19]1[CH:24]=[CH:23][CH:22]=[CH:21][CH:20]=1)[C:13]1[CH:18]=[CH:17][CH:16]=[CH:15][CH:14]=1>C(O)C>[Br-:8].[CH3:1][N:2]1[CH:6]=[CH:5][N+:4]([CH2:9][CH2:10][CH2:11][P+:12]([C:25]2[CH:30]=[CH:29][CH:28]=[CH:27][CH:26]=2)([C:13]2[CH:14]=[CH:15][CH:16]=[CH:17][CH:18]=2)[C:19]2[CH:24]=[CH:23][CH:22]=[CH:21][CH:20]=2)=[CH:3]1.[Br-:7] |f:1.2,4.5.6|. Reported procedure: 1-Methyl-3-(3-(triphenylphosphonio)propyl)-1H-imidazol-3-ium bromide was synthesized by refluxing the mixture of 1-methyl-1H-imidazole and (3-bromopropyl)triphenylphosphonium bromide (1:1) in ethanol for 12 h; after cooling down, the solvent was removed and the crude product was washed with ethyl acetate. Then the white product was treated with silver (I) oxide in CH2Cl2 for 12 h, and the crude Ag—NHC product was filtered and washed with CH2Cl2 and then with diethyl ether, and was used for the n... Starting materials: C1(=CC=C(C=C1)S(=O)(=O)OCC1NC(OC1)=O)C (2-oxo-1,3-oxazolidin-4-ylmethyl p-toluenesulfonate), C(C)(=S)[O-].C(CCC)[N+](CCCC)(CCCC)CCCC (tetrabutylammonium thioacetate). Run in CC(=O)C (acetone). The product is C(C)(=S)OCC1NC(OC1)=O ((1,3-Oxazolidin-2-on-4-yl)methyl Thioacetate). Isolated yield 75.0%. Reaction SMILES: C1(C)C=CC(S([O:10][CH2:11][CH:12]2[CH2:16][O:15][C:14](=[O:17])[NH:13]2)(=O)=O)=CC=1.[C:19]([O-])(=[S:21])[CH3:20].C([N+](CCCC)(CCCC)CCCC)CCC>CC(C)=O>[C:19]([O:10][CH2:11][CH:12]1[CH2:16][O:15][C:14](=[O:17])[NH:13]1)(=[S:21])[CH3:20] |f:1.2|. Procedure details: A solution of 2-oxo-1,3-oxazolidin-4-ylmethyl p-toluenesulfonate (1.22 g., 0.0045 mole) and tetrabutylammonium thioacetate (1.71 g, 0.0054 mole) in 75 ml. acetone was refluxed under nitrogen for 90 min. The reaction mixture was concentrated to dryness and the residue was chromatographed on silica gel (250 g). Elution with 4:1 ethyl acetate-hexane yielded 580 mg. of the title compound (75% yield). NMR (CDCl3): 2.38 (s, 3H); 3.06 (d, 2H); 3.84-4.67 (c, 3H); and 6.3 (b, 1H)ppm.